This data is from the Open Reaction Database (ORD), a public repository of structured organic reaction records. The task is: describe an organic reaction: reactants, conditions, products, and yield Starting materials: COC1=C(C=C(C=C1)OC)CCCC(=O)O (4-(2,5-dimethoxyphenyl)butyric acid), C(C)O (ethanol), C(O)([O-])=O.[Na+] (sodium hydrogen carbonate). Reagents/catalysts: S(O)(O)(=O)=O (sulfuric acid). Reaction conditions: time 5 hour. Yields the product COC1=C(C=C(C=C1)OC)CCCC(=O)OCC (Ethyl 4-(2,5-dimethoxyphenyl)butyrate). As a reaction SMILES: [CH3:1][O:2][C:3]1[CH:8]=[CH:7][C:6]([O:9][CH3:10])=[CH:5][C:4]=1[CH2:11][CH2:12][CH2:13][C:14]([OH:16])=[O:15].C(=O)([O-])O.[Na+].[CH2:22](O)[CH3:23]>S(=O)(=O)(O)O>[CH3:1][O:2][C:3]1[CH:8]=[CH:7][C:6]([O:9][CH3:10])=[CH:5][C:4]=1[CH2:11][CH2:12][CH2:13][C:14]([O:16][CH2:22][CH3:23])=[O:15] |f:1.2|. Procedure: To an ethanol solution (180 ml) of 4-(2,5-dimethoxyphenyl)butyric acid (52.4 g, 0.23 mole), several drops of conc. sulfuric acid are added, and the mixture is boiled for 5 hours. After cooling in the air, a saturated aqueous solution of sodium hydrogen carbonate is added for neutralization, and the mixture is concentrated under reduced pressure. The residue is diluted with ether (300 ml), washed with a saturated aqueous solution of sodium hydrogen carbonate (50 ml×2), water (50 ml×2) and a satur... Starting materials: COC1=CC=C(C=C1)CN1C=CC=2C(NC=C(C21)C(=O)OCC)=O (ethyl 1-{[4-(methyloxy)phenyl]methyl}-4-oxo-4,5-dihydro-1H-pyrrolo[3,2-c]pyridine-7-carboxylate), P(=O)(OC1=CC=CC=C1)(Cl)Cl (phenyl dichlorophosphate). Yields the product ClC1=NC=C(C2=C1C=CN2CC2=CC=C(C=C2)OC)C(=O)OCC (Ethyl 4-chloro-1-{[4-(methyloxy)phenyl]methyl}-1H-pyrrolo[3,2-c]pyridine-7-carboxylate). Reaction SMILES: [CH3:1][O:2][C:3]1[CH:8]=[CH:7][C:6]([CH2:9][N:10]2[C:18]3[C:17]([C:19]([O:21][CH2:22][CH3:23])=[O:20])=[CH:16][NH:15][C:14](=O)[C:13]=3[CH:12]=[CH:11]2)=[CH:5][CH:4]=1.P(Cl)([Cl:34])(OC1C=CC=CC=1)=O>>[Cl:34][C:14]1[C:13]2[CH:12]=[CH:11][N:10]([CH2:9][C:6]3[CH:7]=[CH:8][C:3]([O:2][CH3:1])=[CH:4][CH:5]=3)[C:18]=2[C:17]([C:19]([O:21][CH2:22][CH3:23])=[O:20])=[CH:16][N:15]=1. Reported procedure: Prepared in a similar manner to Example 243(e) using ethyl 1-{[4-(methyloxy)phenyl]methyl}-4-oxo-4,5-dihydro-1H-pyrrolo[3,2-c]pyridine-7-carboxylate (14.45 g) and phenyl dichlorophosphate (100 ml) to afford the title compound as a yellow oil (7.2 g). Starting materials: COc1ccc(C=O)c2c1oc1ccc([N+](=O)[O-])cc12, [Cl-], NS(=O)(=O)O, [Na+], C1COCCO1, O. The product is COc1ccc(C(=O)O)c2c1oc1ccc([N+](=O)[O-])cc12. Reaction SMILES: [CH3:1][O:2][c:3]1[cH:4][cH:5][c:6]([CH:19]=[O:20])[c:7]2[c:8]1[o:9][c:10]1[c:11]2[cH:12][c:13]([N+:16](=[O:17])[O-:18])[cH:14][cH:15]1.[Cl-:22].[NH2:23][S:24]([OH:25])(=[O:26])=[O:27].[Na+:21].[O:28]1[CH2:29][CH2:30][O:31][CH2:32][CH2:33]1.[OH2:34]>>[CH3:1][O:2][c:3]1[cH:4][cH:5][c:6]([C:19](=[O:20])[OH:25])[c:7]2[c:8]1[o:9][c:10]1[c:11]2[cH:12][c:13]([N+:16](=[O:17])[O-:18])[cH:14][cH:15]1. Starting materials: S(=O)(O)[O-].[Na+] (sodium hydrogensulfite), C1(CC1)CN1N=C(C=C(C1=O)COS(=O)(=O)C)C1=CC=C(C=C1)SC (2-cyclopropylmethyl-4-methanesulfonyloxymethyl-6-[4-(methylthio)phenyl]-2H-pyridazin-3-one), ClC1=CC(=CC=C1)C(=O)OO (3-chloroperbenzoic acid). Run in C(Cl)Cl (methylene chloride), C(Cl)Cl (methylene chloride). Conditions: time 30 minute. The product is C1(CC1)CN1N=C(C=C(C1=O)COS(=O)(=O)C)C1=CC=C(C=C1)S(=O)C (2-cyclopropylmethyl-4-methanesulfonyloxymethyl-6-[4-(methylsulfinyl)phenyl]-2H-pyridazin-3-one). Yield: 44.4%. As a reaction SMILES: [CH:1]1([CH2:4][N:5]2[C:10](=[O:11])[C:9]([CH2:12][O:13][S:14]([CH3:17])(=[O:16])=[O:15])=[CH:8][C:7]([C:18]3[CH:23]=[CH:22][C:21]([S:24][CH3:25])=[CH:20][CH:19]=3)=[N:6]2)[CH2:3][CH2:2]1.ClC1C=CC=C(C(OO)=[O:34])C=1.S([O-])(O)=O.[Na+]>C(Cl)Cl>[CH:1]1([CH2:4][N:5]2[C:10](=[O:11])[C:9]([CH2:12][O:13][S:14]([CH3:17])(=[O:16])=[O:15])=[CH:8][C:7]([C:18]3[CH:23]=[CH:22][C:21]([S:24]([CH3:25])=[O:34])=[CH:20][CH:19]=3)=[N:6]2)[CH2:3][CH2:2]1 |f:2.3|. Procedure: To a solution of 2-cyclopropylmethyl-4-methanesulfonyloxymethyl-6-[4-(methylthio)phenyl]-2H-pyridazin-3-one (300 mg, 0.79 mmol) in methylene chloride (10 mL) was added dropwise at −20° C. a solution of 3-chloroperbenzoic acid (204 mg, 1.12 mmol) in methylene chloride (2 mL), and at the same temperature, the mixture was stirred for 30 minutes. A 10% aqueous sodium hydrogensulfite was added to the reaction mixture, and then, the mixture was extracted with chloroform. The extract was successively w...